This data is from the Open Reaction Database (ORD), a public repository of structured organic reaction records. The task is: describe an organic reaction: reactants, conditions, products, and yield Starting materials: BrC1=CN=C(C=2N1C=CN2)Br (5,8-dibromo-imidazo[1,2-a]pyrazine), N12CCN(CC1)CC2 (1,4-diazabicyclo[2,2,2]octane), CN1CCC(CC1)COC1=CC=C(C=C1)N (4-(1-methyl-piperidin-4-ylmethoxy)-phenylamine). The solvent is C(C)(C)O (isopropanol). Conditions: temperature 90 celsius, time 8 hour. Yields the product BrC1=CN=C(C=2N1C=CN2)NC2=CC=C(C=C2)OCC2CCN(CC2)C ((5-Bromo-imidazo[1,2-a]pyrazin-8-yl)-[4-(1-methyl-piperidin-4-ylmethoxy)-phenyl]-amine), solid. The yield is 13.0%. Reaction SMILES: [Br:1][C:2]1[N:7]2[CH:8]=[CH:9][N:10]=[C:6]2[C:5](Br)=[N:4][CH:3]=1.N12CCN(CC1)CC2.[CH3:20][N:21]1[CH2:26][CH2:25][CH:24]([CH2:27][O:28][C:29]2[CH:34]=[CH:33][C:32]([NH2:35])=[CH:31][CH:30]=2)[CH2:23][CH2:22]1>C(O)(C)C>[Br:1][C:2]1[N:7]2[CH:8]=[CH:9][N:10]=[C:6]2[C:5]([NH:35][C:32]2[CH:31]=[CH:30][C:29]([O:28][CH2:27][CH:24]3[CH2:25][CH2:26][N:21]([CH3:20])[CH2:22][CH2:23]3)=[CH:34][CH:33]=2)=[N:4][CH:3]=1. Procedure: To a solution of 5,8-dibromo-imidazo[1,2-a]pyrazine (0.100 g, 0.36 mmol) in isopropanol (5 mL) are added 1,4-diazabicyclo[2,2,2]octane (DABCO) (0.036 mL, 0.36 mmol) and 4-(1-methyl-piperidin-4-ylmethoxy)-phenylamine (79.6 mg, 0.36 mmol). The reaction mixture is stirred at 90° C. overnight. The solvent is evaporated and the residue chromatographed on silica gel column eluting with 97:3 followed by 94:6 and 90:10 DCM:MeOH. The title compound is obtained as a solid (20 mg, 13%). LCMS: Rt 2.30min (9...